From a dataset of the Open Reaction Database (ORD), a public repository of structured organic reaction records. describe an organic reaction: reactants, conditions, products, and yield Starting materials: C12CN(CC2O1)C(=O)OC(C)(C)C (tert-Butyl 6-Oxa-3-azabicyclo[3.1.0]hexane-3-carboxylate), C(C1=CC=CC=C1)N (benzylamine). The solvent is C(C)O (ethanol). Product: C(C1=CC=CC=C1)N[C@H]1CN(C[C@@H]1O)C(=O)OC(C)(C)C (tert-Butyl (3S,4S)-3-(Benzylamino)-4-hydroxypyrrolidine-1-carboxylate). Yield: 85.2%. RXN SMILES: [CH:1]12[O:6][CH:5]1[CH2:4][N:3]([C:7]([O:9][C:10]([CH3:13])([CH3:12])[CH3:11])=[O:8])[CH2:2]2.[CH2:14]([NH2:21])[C:15]1[CH:20]=[CH:19][CH:18]=[CH:17][CH:16]=1>C(O)C>[CH2:14]([NH:21][C@@H:5]1[C@@H:1]([OH:6])[CH2:2][N:3]([C:7]([O:9][C:10]([CH3:13])([CH3:12])[CH3:11])=[O:8])[CH2:4]1)[C:15]1[CH:20]=[CH:19][CH:18]=[CH:17][CH:16]=1. Procedure details: A solution of the epoxide (4.6 g, 24.9 mmol) of step A and benzylamine (5.2 g, 48.6 mmol) in ethanol was stirred at 85° C. overnight. The solvent was removed by concentration under reduced pressure to give a solid. The solid was washed with a mixed solvent of 50% EtOAc/hexanes to provide 6.2 g of the desired compound. MS calculated (M+H)+ 293. found 293. Starting materials: CCOC(=O)C1CCCN(S(=O)(=O)c2ccc3c(c2)nc(C(C)(C)C)n3CC2CCOCC2)C1, [Na+], [OH-], O. The product is CC(C)(C)c1nc2cc(S(=O)(=O)N3CCCC(C(=O)O)C3)ccc2n1CC1CCOCC1. Reaction SMILES: [C:3]([CH3:4])([CH3:5])([CH3:6])[c:7]1[n:8][c:9]2[c:10]([n:11]1[CH2:12][CH:13]1[CH2:14][CH2:15][O:16][CH2:17][CH2:18]1)[cH:19][cH:20][c:21]([S:23](=[O:24])(=[O:25])[N:26]1[CH2:27][CH:28]([C:32](=[O:33])[O:34][CH2:35][CH3:36])[CH2:29][CH2:30][CH2:31]1)[cH:22]2.[Na+:2].[OH-:1].[OH2:37]>>[C:3]([CH3:4])([CH3:5])([CH3:6])[c:7]1[n:8][c:9]2[c:10]([n:11]1[CH2:12][CH:13]1[CH2:14][CH2:15][O:16][CH2:17][CH2:18]1)[cH:19][cH:20][c:21]([S:23](=[O:24])(=[O:25])[N:26]1[CH2:27][CH:28]([C:32](=[O:33])[OH:34])[CH2:29][CH2:30][CH2:31]1)[cH:22]2. The reactants are COc1cc2nc[nH]c2cc1OC, CCO, O=[N+]([O-])c1cnc(Cl)nc1Cl, [K+], N#C[S-]. Yields the product N#CSc1nc(Cl)ncc1[N+](=O)[O-]. Reaction SMILES: [CH3:16][O:17][c:18]1[c:19]([O:20][CH3:21])[cH:22][c:23]2[nH:24][cH:25][n:26][c:27]2[cH:28]1.[CH3:29][CH2:30][OH:31].[Cl:5][c:6]1[n:7][cH:8][c:9]([N+:13](=[O:14])[O-:15])[c:10]([Cl:12])[n:11]1.[K+:1].[S-:2][C:3]#[N:4]>>[S:2]([C:3]#[N:4])[c:10]1[c:9]([N+:13](=[O:14])[O-:15])[cH:8][n:7][c:6]([Cl:5])[n:11]1. Starting materials: ClC1=CC=C(C=C1)C1=NSC2=C1C=CC(=C2)C#CCCCO (5-[3-(4-Chloro-phenyl)-benzo[d]isothiazol-6-yl]-pent-4-yn-1-ol), CS(=O)(=O)Cl (methane sulfonyl chloride). Product: ClC1=CC=C(C=C1)C1=NSC2=C1C=CC(=C2)C#CCCCOS(=O)(=O)C (Methanesulfonic acid 5-[3-(4-chloro-phenyl)-benzo[d]isothiazol-6-yl]-pent-4-ynyl ester). RXN SMILES: [Cl:1][C:2]1[CH:7]=[CH:6][C:5]([C:8]2[C:12]3[CH:13]=[CH:14][C:15]([C:17]#[C:18][CH2:19][CH2:20][CH2:21][OH:22])=[CH:16][C:11]=3[S:10][N:9]=2)=[CH:4][CH:3]=1.[CH3:23][S:24](Cl)(=[O:26])=[O:25]>>[Cl:1][C:2]1[CH:3]=[CH:4][C:5]([C:8]2[C:12]3[CH:13]=[CH:14][C:15]([C:17]#[C:18][CH2:19][CH2:20][CH2:21][O:22][S:24]([CH3:23])(=[O:26])=[O:25])=[CH:16][C:11]=3[S:10][N:9]=2)=[CH:6][CH:7]=1. Procedure: In analogy to example 15.1, 5-[3-(4-Chloro-phenyl)-benzo[d]isothiazol-6-yl]-pent-4-yn-1-ol and methane sulfonyl chloride were converted to yield Methanesulfonic acid 5-[3-(4-chloro-phenyl)-benzo[d]isothiazol-6-yl]-pent-4-ynyl ester as a light yellow oil, MS: 405 (M, 1Cl). Reactants: C(N)(=O)[C@@H]1[C@]2(C)[C@@H](CC1)[C@@H]1CC[C@H]3CC=CC[C@]3(C)[C@H]1C(C2)=O (17β-Carbamoyl-5α-androst-2-en-11-one), polyphosphate ester. The solvent is C(Cl)(Cl)Cl (chloroform). Yields the product C(#N)[C@@H]1[C@]2(C)[C@@H](CC1)[C@@H]1CC[C@H]3CC=CC[C@]3(C)[C@H]1C(C2)=O (17β-Cyano-5α-androst-2-en-11-one). The yield is 56.1%. Reaction SMILES: [C:1]([C@H:4]1[CH2:9][CH2:8][C@H:7]2[C@H:10]3[C@H:20]([C:21](=[O:23])[CH2:22][C@:5]12[CH3:6])[C@:18]1([CH3:19])[C@H:13]([CH2:14][CH:15]=[CH:16][CH2:17]1)[CH2:12][CH2:11]3)(=O)[NH2:2]>C(Cl)(Cl)Cl>[C:1]([C@H:4]1[CH2:9][CH2:8][C@H:7]2[C@H:10]3[C@H:20]([C:21](=[O:23])[CH2:22][C@:5]12[CH3:6])[C@:18]1([CH3:19])[C@H:13]([CH2:14][CH:15]=[CH:16][CH2:17]1)[CH2:12][CH2:11]3)#[N:2]. Procedure: 17β-Carbamoyl-5α-androst-2-en-11-one (4.0g., 13 mmole) and polyphosphate ester (20g.) were refluxed in chloroform (200 ml.) for 20 hr. The chloroform was removed by evaporation and the residue stirred with aqueous 10% sodium carbonate (150 ml.) for an hour. The mixture was extracted with ether and the extract washed (H2O), dried filtered and evaporated to give a solid which, after recrystallisation from chloroform/cyclohexane, gave the title compound (2.17g); m.p. 189°-191°; [α]D + 152°, (c 0.9)... The reactants are C(C)(=O)OCC (ethyl acetate), Cl.CC=1SC2=C(N1)C=C(C=C2)N2CCNCC2 (2-methyl-5-piperazin-1-yl-benzothiazole hydrochloride), C(C(C)C)OC1=C(C(=O)O)C=C(C=C1)S(=O)(=O)C (2-isobutoxy-5-methanesulfonyl-benzoic acid). The solvent is C(C)#N (acetonitrile). Yields the product C(C(C)C)OC1=C(C=C(C=C1)S(=O)(=O)C)C(=O)N1CCN(CC1)C=1C=CC2=C(N=C(S2)C)C1 ((2-Isobutoxy-5-methanesulfonyl-phenyl)-[4-(2-methyl-benzothiazol-5-yl)-piperazin-1-yl]-methanone). Reaction SMILES: Cl.[CH3:2][C:3]1[S:4][C:5]2[CH:11]=[CH:10][C:9]([N:12]3[CH2:17][CH2:16][NH:15][CH2:14][CH2:13]3)=[CH:8][C:6]=2[N:7]=1.[CH2:18]([O:22][C:23]1[CH:31]=[CH:30][C:29]([S:32]([CH3:35])(=[O:34])=[O:33])=[CH:28][C:24]=1[C:25](O)=[O:26])[CH:19]([CH3:21])[CH3:20].C(OCC)(=O)C>C(#N)C>[CH2:18]([O:22][C:23]1[CH:31]=[CH:30][C:29]([S:32]([CH3:35])(=[O:34])=[O:33])=[CH:28][C:24]=1[C:25]([N:15]1[CH2:14][CH2:13][N:12]([C:9]2[CH:10]=[CH:11][C:5]3[S:4][C:3]([CH3:2])=[N:7][C:6]=3[CH:8]=2)[CH2:17][CH2:16]1)=[O:26])[CH:19]([CH3:21])[CH3:20] |f:0.1|. Procedure details: Prepared in analogy to example 1.1(b) from 2-methyl-5-piperazin-1-yl-benzothiazole hydrochloride and 2-isobutoxy-5-methanesulfonyl-benzoic acid (example 2.4) in acetonitrile. Chromatography (SiO2; ethyl acetate) yields the title compound as a brownish solid.